From a dataset of the Open Reaction Database (ORD), a public repository of structured organic reaction records. describe an organic reaction: reactants, conditions, products, and yield The reactants are Cc1c(Cl)cccc1Cn1c(SCC(=O)OC(C)(C)C)nc(=O)c2sc(N3CCOCC3)nc21, ClCCl, O=C(O)C(F)(F)F. Product: Cc1c(Cl)cccc1Cn1c(SCC(=O)O)nc(=O)c2sc(N3CCOCC3)nc21. As a reaction SMILES: [Cl:1][c:2]1[c:3]([CH3:34])[c:4]([CH2:8][n:9]2[c:10]([S:25][CH2:26][C:27](=[O:28])[O:29][C:30]([CH3:31])([CH3:32])[CH3:33])[n:11][c:12](=[O:24])[c:13]3[c:14]2[n:15][c:16]([N:18]2[CH2:19][CH2:20][O:21][CH2:22][CH2:23]2)[s:17]3)[cH:5][cH:6][cH:7]1.[Cl:42][CH2:43][Cl:44].[F:35][C:36]([F:37])([F:38])[C:39]([OH:40])=[O:41]>>[Cl:1][c:2]1[c:3]([CH3:34])[c:4]([CH2:8][n:9]2[c:10]([S:25][CH2:26][C:27](=[O:28])[OH:29])[n:11][c:12](=[O:24])[c:13]3[c:14]2[n:15][c:16]([N:18]2[CH2:19][CH2:20][O:21][CH2:22][CH2:23]2)[s:17]3)[cH:5][cH:6][cH:7]1.